Dataset: the Open Reaction Database (ORD), a public repository of structured organic reaction records. Task: describe an organic reaction: reactants, conditions, products, and yield Starting materials: Clc1nc2ccnc(Cl)c2c2cc(Br)ccc12, CC(C)C(=O)OC(C)(C)C, C[Si](C)(C)[N-][Si](C)(C)C, Cc1ccccc1, [Na+]. Yields the product CC(C)(C)OC(=O)C(C)(C)c1nc2ccnc(Cl)c2c2cc(Br)ccc12. As a reaction SMILES: [Br:1][c:2]1[cH:3][c:4]2[c:5]([c:6]([Cl:15])[n:7][c:8]3[cH:9][cH:10][n:11][c:12]([Cl:14])[c:13]23)[cH:16][cH:17]1.[CH3:18][CH:19]([C:20](=[O:21])[O:22][C:23]([CH3:24])([CH3:25])[CH3:26])[CH3:27].[CH3:29][Si:30]([N-:31][Si:32]([CH3:33])([CH3:34])[CH3:35])([CH3:36])[CH3:37].[CH3:38][c:39]1[cH:40][cH:41][cH:42][cH:43][cH:44]1.[Na+:28]>>[Br:1][c:2]1[cH:3][c:4]2[c:5]([c:6]([C:19]([CH3:18])([C:20](=[O:21])[O:22][C:23]([CH3:24])([CH3:25])[CH3:26])[CH3:27])[n:7][c:8]3[cH:9][cH:10][n:11][c:12]([Cl:14])[c:13]23)[cH:16][cH:17]1. Reactants: O=C([O-])[O-], CCCN(c1ccncc1)n1ccc2cc(O)ccc21, O=C=NCc1ccccc1, [K+], [K+], C1CCOC1. Product: CCCN(c1ccncc1)n1ccc2cc(OC(=O)NCc3ccccc3)ccc21. As a reaction SMILES: [C:31](=[O:32])([O-:33])[O-:34].[CH2:11]([CH2:12][CH3:13])[N:14]([n:15]1[cH:16][cH:17][c:18]2[cH:19][c:20]([OH:24])[cH:21][cH:22][c:23]12)[c:25]1[cH:26][cH:27][n:28][cH:29][cH:30]1.[CH2:1]([c:2]1[cH:3][cH:4][cH:5][cH:6][cH:7]1)[N:8]=[C:9]=[O:10].[K+:35].[K+:36].[O:37]1[CH2:38][CH2:39][CH2:40][CH2:41]1>>[CH2:1]([c:2]1[cH:3][cH:4][cH:5][cH:6][cH:7]1)[NH:8][C:9](=[O:10])[O:24][c:20]1[cH:19][c:18]2[cH:17][cH:16][n:15]([N:14]([CH2:11][CH2:12][CH3:13])[c:25]3[cH:26][cH:27][n:28][cH:29][cH:30]3)[c:23]2[cH:22][cH:21]1. The reactants are ClC(c1ccccc1)(c1ccccc1)c1ccccc1, CC1CNCCN1, ClCCl. As a reaction SMILES: [C:8]([c:9]1[cH:10][cH:11][cH:12][cH:13][cH:14]1)([c:15]1[cH:16][cH:17][cH:18][cH:19][cH:20]1)([c:21]1[cH:22][cH:23][cH:24][cH:25][cH:26]1)[Cl:27].[CH3:1][CH:2]1[NH:3][CH2:4][CH2:5][NH:6][CH2:7]1.[Cl:28][CH2:29][Cl:30]>>[CH3:1][CH:2]1[NH:3][CH2:4][CH2:5][N:6]([C:8]([c:9]2[cH:10][cH:11][cH:12][cH:13][cH:14]2)([c:15]2[cH:16][cH:17][cH:18][cH:19][cH:20]2)[c:21]2[cH:22][cH:23][cH:24][cH:25][cH:26]2)[CH2:7]1. The product is CC1CN(C(c2ccccc2)(c2ccccc2)c2ccccc2)CCN1.